Task: describe an organic reaction: reactants, conditions, products, and yield. Dataset: the Open Reaction Database (ORD), a public repository of structured organic reaction records Reactants: [Br-], C#C[Mg+], O=C(OCC1OC(OC(=O)c2ccccc2)C(=O)C1OC(=O)c1ccccc1)c1ccccc1, C1CCOC1. Yields the product C#CC1(O)C(OC(=O)c2ccccc2)OC(COC(=O)c2ccccc2)C1OC(=O)c1ccccc1. RXN SMILES: [Br-:1].[C:2](#[CH:3])[Mg+:4].[C:5]([c:6]1[cH:7][cH:8][cH:9][cH:10][cH:11]1)(=[O:12])[O:13][CH:14]1[O:15][CH:16]([CH2:29][O:30][C:31]([c:32]2[cH:33][cH:34][cH:35][cH:36][cH:37]2)=[O:38])[CH:17]([O:20][C:21]([c:22]2[cH:23][cH:24][cH:25][cH:26][cH:27]2)=[O:28])[C:18]1=[O:19].[CH2:39]1[O:40][CH2:41][CH2:42][CH2:43]1>>[C:2](#[CH:3])[C:18]1([OH:19])[CH:14]([O:13][C:5]([c:6]2[cH:7][cH:8][cH:9][cH:10][cH:11]2)=[O:12])[O:15][CH:16]([CH2:29][O:30][C:31]([c:32]2[cH:33][cH:34][cH:35][cH:36][cH:37]2)=[O:38])[CH:17]1[O:20][C:21]([c:22]1[cH:23][cH:24][cH:25][cH:26][cH:27]1)=[O:28]. The reactants are C(C)(C)(C)OC(N[C@H]1CNC(C1)=O)=O ([(3R)-5-oxopyrrolidin-3-yl]carbamic acid tert-butyl ester), BrC=1C=CC2=C(N(C(CO2)=O)COC)C1 (6-Bromo-4-(methoxymethyl)-2H-1,4-benzoxazin-3(4H)-one), C([O-])([O-])=O.[K+].[K+] (potassium carbonate), CNCCNC (N,N′-dimethylethylenediamine). The reagents and catalysts are [Cu]I (copper (I) iodide). Solvent: ClCCl (dichloromethane), C1(=CC=CC=C1)C (toluene). Reaction conditions: temperature 100 celsius, time 8 hour. Yields the product C(C)(C)(C)OC(N[C@@H]1CN(C(C1)=O)C=1C=CC2=C(N(C(CO2)=O)COC)C1)=O ({(35)-1-[4-(Methoxymethyl)-3-oxo-3,4-dihydro-2H-1,4-benzoxazin-6-yl]-5-oxopyrrolidin-3-yl}carbamic acid tert-butyl ester). The yield is 61.1%. Reaction SMILES: [C:1]([O:5][C:6](=[O:14])[NH:7][C@@H:8]1[CH2:12][C:11](=[O:13])[NH:10][CH2:9]1)([CH3:4])([CH3:3])[CH3:2].Br[C:16]1[CH:17]=[CH:18][C:19]2[O:24][CH2:23][C:22](=[O:25])[N:21]([CH2:26][O:27][CH3:28])[C:20]=2[CH:29]=1.C(=O)([O-])[O-].[K+].[K+].CNCCNC>[Cu]I.ClCCl.C1(C)C=CC=CC=1>[C:1]([O:5][C:6](=[O:14])[NH:7][C@H:8]1[CH2:12][C:11](=[O:13])[N:10]([C:16]2[CH:17]=[CH:18][C:19]3[O:24][CH2:23][C:22](=[O:25])[N:21]([CH2:26][O:27][CH3:28])[C:20]=3[CH:29]=2)[CH2:9]1)([CH3:4])([CH3:2])[CH3:3] |f:2.3.4|. Procedure: A mixture of [(3R)-5-oxopyrrolidin-3-yl]carbamic acid tert-butyl ester (synthesized with reference to WO2004/22536; 1.5 g, 7.49 mmol), 6-bromo-4-(methoxymethyl)-2H-1,4-benzoxazin-3(4H)-one (Reference Examples 36; 2.04 g 7.49 mmol), potassium carbonate (3.11 g, 22.5 mmol), copper (I) iodide (1.43 g, 7.49 mmol), N,N′-dimethylethylenediamine (0.80 ml, 7.49 mmol) and toluene (95 ml) was stirred overnight at 100° C. under a stream of nitrogen gas. After cooling, dichloromethane was added to the react... Reactants: NC1=C(C=CC=C1)S(=O)(=O)NCC (2-Amino-N-ethylbenzenesulfonamide), [N+](=O)([O-])C1=C(C=CC=C1)S(=O)(=O)Cl (2-nitrobenzenesulfonyl chloride), C(C)N (ethylamine). Yields the product N1C(=NCC1)CNC1=C(C=CC=C1)S(=O)(=O)NCC (2-[(4,5-dihydro-1H-imidazol-2-ylmethyl)amino]-N-ethylbenzenesulfonamide). As a reaction SMILES: [NH2:1][C:2]1[CH:7]=[CH:6][CH:5]=[CH:4][C:3]=1[S:8]([NH:11][CH2:12][CH3:13])(=[O:10])=[O:9].[N+:14]([C:17]1[CH:22]=CC=CC=1S(Cl)(=O)=O)([O-])=O.[CH2:27]([NH2:29])[CH3:28]>>[NH:14]1[CH2:17][CH2:22][N:29]=[C:27]1[CH2:28][NH:1][C:2]1[CH:7]=[CH:6][CH:5]=[CH:4][C:3]=1[S:8]([NH:11][CH2:12][CH3:13])(=[O:10])=[O:9]. Reported procedure: 2-Amino-N-ethylbenzenesulfonamide (prepared from 2-nitrobenzenesulfonyl chloride and ethylamine using the methods described in Example 50) and CMI were reacted using conditions described in the general procedure for CMI coupling to give 2-[(4,5-dihydro-1H-imidazol-2-ylmethyl)amino]-N-ethylbenzenesulfonamide, isolated as the fumarate salt. The reactants are [BH4-].[Na+] (sodium borohydride), C(C)C1=C(C(=CC=C1)CC)C1=CC(=CC=C1)C=O (2′,6′-diethylbiphenyl-3-carbaldehyde), Cl (hydrochloric acid). The solvent is CO (methanol), O1CCCC1 (tetrahydrofuran), C(C)(=O)OCC (ethyl acetate). Conditions: time 1 hour. Product: C(C)C1=C(C(=CC=C1)CC)C1=CC(=CC=C1)CO ((2′,6′-diethylbiphenyl-3-yl)methanol). Yield: 80.4%. RXN SMILES: [CH2:1]([C:3]1[CH:8]=[CH:7][CH:6]=[C:5]([CH2:9][CH3:10])[C:4]=1[C:11]1[CH:16]=[CH:15][CH:14]=[C:13]([CH:17]=[O:18])[CH:12]=1)[CH3:2].[BH4-].[Na+].Cl>CO.O1CCCC1.C(OCC)(=O)C>[CH2:1]([C:3]1[CH:8]=[CH:7][CH:6]=[C:5]([CH2:9][CH3:10])[C:4]=1[C:11]1[CH:16]=[CH:15][CH:14]=[C:13]([CH2:17][OH:18])[CH:12]=1)[CH3:2] |f:1.2|. Procedure: To a solution of 2′,6′-diethylbiphenyl-3-carbaldehyde (3.48 g, 14.6 mmol) in a mixture of methanol (35 mL) and tetrahydrofuran (35 mL) was added sodium borohydride (0.28 g, 7.3 mmol) under ice-cooling, and the mixture was stirred at the same temperature for 1 hr. The reaction mixture was adjusted to pH 3 with 1N hydrochloric acid, diluted with ethyl acetate, washed successively with water and saturated brine, dried (magnesium sulfate), and concentrated under reduced pressure. The residue was pur... The reactants are C(C)(C)(C)OC(=O)N1CCC(CC1)CNC1=NC2=C(N1)C=CC=C2[N+](=O)[O-] (4-[(4-nitro-1H-benzimidazol-2-ylamino)-methyl]-piperidine-1-carboxylic acid tert-butyl ester), O1CCOCC1.Cl (hydrogen chloride-1,4-dioxane). Product: [N+](=O)([O-])C1=CC=CC=2NC(=NC21)NCC2CCNCC2 ((4-nitro-1H-benzimidazol-2-yl)-piperidin-4-ylmethyl-amine). As a reaction SMILES: C(OC([N:8]1[CH2:13][CH2:12][CH:11]([CH2:14][NH:15][C:16]2[NH:20][C:19]3[CH:21]=[CH:22][CH:23]=[C:24]([N+:25]([O-:27])=[O:26])[C:18]=3[N:17]=2)[CH2:10][CH2:9]1)=O)(C)(C)C.O1CCOCC1.Cl>CO>[N+:25]([C:24]1[C:18]2[N:17]=[C:16]([NH:15][CH2:14][CH:11]3[CH2:12][CH2:13][NH:8][CH2:9][CH2:10]3)[NH:20][C:19]=2[CH:21]=[CH:22][CH:23]=1)([O-:27])=[O:26] |f:1.2|. Procedure details: After dissolving 4-[(4-nitro-1H-benzimidazol-2-ylamino)-methyl]-piperidine-1-carboxylic acid tert-butyl ester (13 mg) in methanol (1 ml), a 4N hydrogen chloride-1,4-dioxane solution (1 ml) was added and the mixture was stirred at 60° C. for 1 hour. The solvent was distilled off under reduced pressure, aqueous sodium hydroxide and dichloromethane were added to the obtained residue, and extraction was performed with dichloromethane. The solvent was distilled off under reduced pressure to obtain (4... Reaction conditions: temperature 60 celsius, time 1 hour. The solvent is CO (methanol). Reactants: C1(=CC=CC=C1)P(C1=CC=CC=C1)C1=CC=CC=C1 (triphenylphosphine), N(=NC(=O)OCC)C(=O)OCC (diethyl azodicarboxylate), OC[C@@H]1CCC(N1)=O ((S)-5-(Hydroxymethyl)-2-pyrrolidinone), OC=1C=NC=CC1 (3-hydroxypyridine). Solvent: C1CCOC1 (THF). Conditions: temperature 0 celsius, time 30 minute. Product: O=C1CC[C@H](N1)COC=1C=NC=CC1 (3-((5-oxo-2-(S)-pyrrolidinyl)methoxy)pyridine). The yield is 16.0%. As a reaction SMILES: C1(P(C2C=CC=CC=2)C2C=CC=CC=2)C=CC=CC=1.N(C(OCC)=O)=NC(OCC)=O.[OH:32][CH2:33][C@H:34]1[NH:38][C:37](=[O:39])[CH2:36][CH2:35]1.O[C:41]1[CH:42]=[N:43][CH:44]=[CH:45][CH:46]=1>C1COCC1>[O:39]=[C:37]1[NH:38][C@H:34]([CH2:33][O:32][C:41]2[CH:42]=[N:43][CH:44]=[CH:45][CH:46]=2)[CH2:35][CH2:36]1. Reported procedure: To a solution of triphenylphosphine (52.46 g, 0.20 mol) in 400 mL of anhydrous THF at 0° C. was added diethyl azodicarboxylate (31.49 mL, 0.20 mol) dropwise. The mixture was stirred at 0° C. for 30 minutes, then brought to room temperature. (S)-5-(Hydroxymethyl)-2-pyrrolidinone (Aldrich Chemical Co., 15.19 g, 0.13 mol) and 3-hydroxypyridine (19.02 g, 0.20 mol) were added to the reaction vessel, and stirred for 16 hours. Solvent was removed in vacuo. The residue was diluted with CH2Cl2 and washed... Reactants: c1ccc(COc2ccccc2C[P+](c2ccccc2)(c2ccccc2)c2ccccc2)cc1, CC#N, [Cl-], O=CC=Cc1cccc(Cl)c1, C1CCC2=NCCCN2CC1. The product is Clc1cccc(C=CC=Cc2ccccc2OCc2ccccc2)c1. As a reaction SMILES: [CH2:13]([c:14]1[cH:15][cH:16][cH:17][cH:18][cH:19]1)[O:20][c:21]1[c:22]([CH2:23][P+:24]([c:25]2[cH:26][cH:27][cH:28][cH:29][cH:30]2)([c:31]2[cH:32][cH:33][cH:34][cH:35][cH:36]2)[c:37]2[cH:38][cH:39][cH:40][cH:41][cH:42]2)[cH:43][cH:44][cH:45][cH:46]1.[CH3:58][C:59]#[N:60].[Cl-:12].[Cl:1][c:2]1[cH:3][c:4]([CH:8]=[CH:9][CH:10]=[O:11])[cH:5][cH:6][cH:7]1.[N:47]12[CH2:48][CH2:49][CH2:50][N:51]=[C:52]1[CH2:53][CH2:54][CH2:55][CH2:56][CH2:57]2>>[Cl:1][c:2]1[cH:3][c:4]([CH:8]=[CH:9][CH:10]=[CH:23][c:22]2[c:21]([O:20][CH2:13][c:14]3[cH:15][cH:16][cH:17][cH:18][cH:19]3)[cH:46][cH:45][cH:44][cH:43]2)[cH:5][cH:6][cH:7]1. The reactants are Cl (hydrochloric acid), ClC1=NC=C(C=C1Cl)C(F)(F)F (2,3-dichloro-5-trifluoromethylpyridine), [OH-].[Na+] (sodium hydroxide), CS(=O)C (dimethyl sulfoxide). Run in O (water). The product is ClC=1C(NC=C(C1)C(F)(F)F)=O (3-Chloro-5-trifluoromethyl-2-pyridone). As a reaction SMILES: Cl[C:2]1[C:7]([Cl:8])=[CH:6][C:5]([C:9]([F:12])([F:11])[F:10])=[CH:4][N:3]=1.[OH-].[Na+].CS(C)=[O:17].Cl>O>[Cl:8][C:7]1[C:2](=[O:17])[NH:3][CH:4]=[C:5]([C:9]([F:12])([F:11])[F:10])[CH:6]=1 |f:1.2|. Procedure details: [B] 4 g of 2,3-dichloro-5-trifluoromethylpyridine was added to an aqueous solution of 2.4 g of sodium hydroxide dissolved in 12.5 ml of water, and 12.5 ml of dimethyl sulfoxide was further added thereto. The solution was reacted at 110° C. for 1 hour while stirring. After completion of the reaction, the reaction product was allowed to cool and made acidic with concentrated hydrochloric acid to obtain a precipitate. The thus obtained precipitate was collected by filtration to obtain 2.5 g of the ...